From a dataset of the Open Reaction Database (ORD), a public repository of structured organic reaction records. describe an organic reaction: reactants, conditions, products, and yield Reactants: Cc1cc(Br)ccc1C(=O)O, OCc1ccccc1, O=S(Cl)Cl, c1ccncc1. The product is Cc1cc(Br)ccc1C(=O)OCc1ccccc1. Reaction SMILES: [CH3:1][c:2]1[c:3]([C:4](=[O:5])[OH:6])[cH:7][cH:8][c:9]([Br:11])[cH:10]1.[OH:12][CH2:13][c:14]1[cH:15][cH:16][cH:17][cH:18][cH:19]1.[S:26]([Cl:27])([Cl:28])=[O:29].[cH:20]1[cH:21][cH:22][n:23][cH:24][cH:25]1>>[CH3:1][c:2]1[c:3]([C:4](=[O:5])[O:6][CH2:13][c:14]2[cH:15][cH:16][cH:17][cH:18][cH:19]2)[cH:7][cH:8][c:9]([Br:11])[cH:10]1. The reactants are sulfochromic mixture, ice water, chromic anhydride, FC1=CC=C(C(=O)C=2C(=C(C=CC2)CCCCO)C)C=C1 (4-(3'-p-fluorobenzoyl-2'-methyl-phenyl)-butanol), CC(=O)C (acetone). Reaction conditions: time 8 hour. Yields the product FC1=CC=C(C(=O)C=2C(=C(C=CC2)CCCC(=O)O)C)C=C1 (4-(3'-p-fluorobenzoyl-2'-methyl-phenyl)-butyric acid). Reaction SMILES: [F:1][C:2]1[CH:21]=[CH:20][C:5]([C:6]([C:8]2[C:9]([CH3:19])=[C:10]([CH2:14][CH2:15][CH2:16][CH2:17][OH:18])[CH:11]=[CH:12][CH:13]=2)=[O:7])=[CH:4][CH:3]=1.CC(C)=[O:24]>>[F:1][C:2]1[CH:21]=[CH:20][C:5]([C:6]([C:8]2[C:9]([CH3:19])=[C:10]([CH2:14][CH2:15][CH2:16][C:17]([OH:24])=[O:18])[CH:11]=[CH:12][CH:13]=2)=[O:7])=[CH:4][CH:3]=1. Procedure: 14 ml of a sulfochromic mixture titrating 26.5 g of chromic anhydride per 100 ml were added over 25 minutes at 10°C to a solution of 3.47 g of 4-(3'-p-fluorobenzoyl-2'-methyl-phenyl)-butanol in 35 ml of acetone and after returning the mixture to room temperature, the mixture was stirred overnight. The mixture was poured into ice water and vacuum filtered, was washed with water until the wash water was neutral and the precipitate recovered was dried over phosphoric acid and crystallized from cycl... Starting materials: CSC=1S\C(\C(N1)=O)=C/C1=C(C=CC=C1)NC1=CC(=CC=C1)C(F)(F)F ((Z)-2-methylthio-5-[[2-[[3-(trifluoromethyl)phenyl]amino]phenyl]methylene]-4(5 H)-thiazolone), Cl (hydrochloric acid), O1CCCC1 (tetrahydrofuran). Yields the product FC(C=1C=C(C=CC1)NC1=C(C=CC=C1)\C=C/1\C(NC(S1)=O)=O)(F)F ((Z)-5-[[2-[[3-(trifluoromethyl)phenyl]amino]phenyl]methylene]-2,4-thiazolidinedione). Yield: 83.0%. RXN SMILES: CS[C:3]1[S:4]/[C:5](=[CH:9]\[C:10]2[CH:15]=[CH:14][CH:13]=[CH:12][C:11]=2[NH:16][C:17]2[CH:22]=[CH:21][CH:20]=[C:19]([C:23]([F:26])([F:25])[F:24])[CH:18]=2)/[C:6](=[O:8])[N:7]=1.Cl.[O:28]1CCCC1>>[F:24][C:23]([F:26])([F:25])[C:19]1[CH:18]=[C:17]([NH:16][C:11]2[CH:12]=[CH:13][CH:14]=[CH:15][C:10]=2/[CH:9]=[C:5]2/[C:6](=[O:8])[NH:7][C:3](=[O:28])[S:4]/2)[CH:22]=[CH:21][CH:20]=1. Procedure details: To a room temperature solution of (Z)-2-methylthio-5-[[2-[[3-(trifluoromethyl)phenyl]amino]phenyl]methylene]-4(5 H)-thiazolone (507 mg, 1.28 mmols) in 14 mL of tetrahydrofuran is added 14 mL of 10% aqueous hydrochloric acid. The mixture is heated at reflux for 30 minutes, then allowed to cool to room temperature. The mixture is partitioned between water and ethyl acetate. The organic phase is washed with saturated aqueous sodium bicarbonate followed by brine, then dried over magnesium sulfate, f... Reactants: C(#N)C=1C=C(OC2=CC=C(C=C2)B(O)O)C=CC1C(F)(F)F ((4-(3-cyano-4-(trifluoromethyl)phenoxy)phenyl)boronic acid), C([O-])([O-])=O.[Cs+].[Cs+] (cesium carbonate), BrC1=CC=CC(=N1)C(C(=O)N)O (2-(6-bromopyridin-2-yl)-2-hydroxyacetamide). Conditions: temperature 90 celsius. Procedure details: A mixture of 3-cyano-4-trifluoromethyl-1-fluorobenzene (70, g, 0.37, mol, Oakwood), 4-hydroxyphenylboronic acid (50, g, 0.36, mol, Boron Molecular), K2CO3, (70, g) and DMF/water (400, mL/40, mL) was heated to 100° C. for 3, h. After cooling to RT, the mixture was diluted with water (1, L) and extracted with EtOAc (1.5, L). The organic layer was washed with water (0.5, L) and brine, concentrated and purified by chromatographed over silica gel with 4% MeOH in chloroform to give (4-(3-cyano-4-(trif... Run in CCO.COCCOC.O (EtOH DME water). Yields the product C(#N)C=1C=C(OC2=CC=C(C=C2)C2=CC=CC(=N2)C(C(=O)N)O)C=CC1C(F)(F)F (2-(6-(4-(3-cyano-4-(trifluoromethyl)phenoxy)phenyl)pyridin-2-yl)-2-hydroxyacetamide). Reagents/catalysts: C1=CC=C(C=C1)P([C-]2C=CC=C2)C3=CC=CC=C3.C1=CC=C(C=C1)P([C-]2C=CC=C2)C3=CC=CC=C3.Cl[Pd]Cl.[Fe+2] ([1,1′-Bis(diphenylphosphino)ferrocene]dichloropalladium(II)). RXN SMILES: Br[C:2]1[N:7]=[C:6]([CH:8]([OH:12])[C:9]([NH2:11])=[O:10])[CH:5]=[CH:4][CH:3]=1.[C:13]([C:15]1[CH:16]=[C:17]([CH:28]=[CH:29][C:30]=1[C:31]([F:34])([F:33])[F:32])[O:18][C:19]1[CH:24]=[CH:23][C:22](B(O)O)=[CH:21][CH:20]=1)#[N:14].C(=O)([O-])[O-].[Cs+].[Cs+]>CCO.COCCOC.O.C1C=CC(P(C2C=CC=CC=2)[C-]2C=CC=C2)=CC=1.C1C=CC(P(C2C=CC=CC=2)[C-]2C=CC=C2)=CC=1.Cl[Pd]Cl.[Fe+2]>[C:13]([C:15]1[CH:16]=[C:17]([CH:28]=[CH:29][C:30]=1[C:31]([F:32])([F:33])[F:34])[O:18][C:19]1[CH:24]=[CH:23][C:22]([C:2]2[N:7]=[C:6]([CH:8]([OH:12])[C:9]([NH2:11])=[O:10])[CH:5]=[CH:4][CH:3]=2)=[CH:21][CH:20]=1)#[N:14] |f:2.3.4,5.6.7,8.9.10.11|. Reactants: Cl.FC1=C(C(=CC=C1F)F)[C@H](C)N ((S)-1-(2,3,6-trifluorophenyl)ethanamine hydrochloride), C(C)(C)(C)OC(=O)C1=C(C=CC=C1)C1=CC=C(C=C1)CN1C(=C(C2=CC(=CC=C12)C(=O)O)C)C (1-((2′-(tert-butoxycarbonyl)-[1,1′-biphenyl]-4-yl)methyl)-2,3-dimethyl-1H-indole-5-carboxylic acid). The product is CC=1N(C2=CC=C(C=C2C1C)C(N[C@@H](C)C1=C(C(=CC=C1F)F)F)=O)CC1=CC=C(C=C1)C=1C(=CC=CC1)C(=O)O ((S)-4′-((2,3-dimethyl-5-((1-(2,3,6-trifluorophenyl)ethyl)carbamoyl)-1H-indol-1-yl)methyl)-[1,1′-biphenyl]-2-carboxylic acid). RXN SMILES: Cl.[F:2][C:3]1[C:8]([F:9])=[CH:7][CH:6]=[C:5]([F:10])[C:4]=1[C@@H:11]([NH2:13])[CH3:12].C([O:18][C:19]([C:21]1[CH:26]=[CH:25][CH:24]=[CH:23][C:22]=1[C:27]1[CH:32]=[CH:31][C:30]([CH2:33][N:34]2[C:42]3[C:37](=[CH:38][C:39]([C:43](O)=[O:44])=[CH:40][CH:41]=3)[C:36]([CH3:46])=[C:35]2[CH3:47])=[CH:29][CH:28]=1)=[O:20])(C)(C)C>>[CH3:47][C:35]1[N:34]([CH2:33][C:30]2[CH:31]=[CH:32][C:27]([C:22]3[C:21]([C:19]([OH:20])=[O:18])=[CH:26][CH:25]=[CH:24][CH:23]=3)=[CH:28][CH:29]=2)[C:42]2[C:37]([C:36]=1[CH3:46])=[CH:38][C:39]([C:43](=[O:44])[NH:13][C@H:11]([C:4]1[C:5]([F:10])=[CH:6][CH:7]=[C:8]([F:9])[C:3]=1[F:2])[CH3:12])=[CH:40][CH:41]=2 |f:0.1|. Procedure details: The title compound was prepared following the same general protocol as described in Step 8-9, Example 1, using the (S)-1-(2,3,6-trifluorophenyl)ethanamine hydrochloride and the 1-((2′-(tert-butoxycarbonyl)-[1,1′-biphenyl]-4-yl)methyl)-2,3-dimethyl-1H-indole-5-carboxylic acid. ESI-MS (m/z): 557 [M+H]+. Starting materials: COc1cc(Br)c(C=O)cc1O, CCOC(C)=O, [O-][Cl+][O-], NS(=O)(=O)O, [Na+], O. The product is COc1cc(Br)c(C(=O)O)cc1O, [O-][Cl+][O-], [Na+]. As a reaction SMILES: [Br:1][c:2]1[c:3]([CH:4]=[O:5])[cH:6][c:7]([OH:12])[c:8]([O:10][CH3:11])[cH:9]1.[CH3:18][CH2:19][O:20][C:21]([CH3:22])=[O:23].[Cl+:24]([O-:25])[O-:26].[NH2:13][S:14]([OH:15])(=[O:16])=[O:17].[Na+:27].[OH2:28]>>[Br:1][c:2]1[c:3]([C:4](=[O:5])[OH:15])[cH:6][c:7]([OH:12])[c:8]([O:10][CH3:11])[cH:9]1.[Cl+:24]([O-:25])[O-:26].[Na+:27]. The reactants are CS(=O)(=O)C=1OC(=NN1)C=1C=CC2=C(C(=CO2)C2=CC=C(C=C2)OC(F)(F)F)C1 (2-(methylsulfonyl)-5-[3-[4-(trifluoromethoxy)phenyl]-1-benzofuran-5-yl]-1,3,4-oxadiazole), CN.O1CCCC1 (methylamine tetrahydrofuran). Product: CNC=1OC(=NN1)C=1C=CC2=C(C(=CO2)C2=CC=C(C=C2)OC(F)(F)F)C1 (N-methyl-5-[3-[4-(trifluoromethoxy)phenyl]-1-benzofuran-5-yl]-1,3,4-oxadiazol-2-amine). Yield: 33.0%. As a reaction SMILES: CS([C:5]1[O:6][C:7]([C:10]2[CH:11]=[CH:12][C:13]3[O:17][CH:16]=[C:15]([C:18]4[CH:23]=[CH:22][C:21]([O:24][C:25]([F:28])([F:27])[F:26])=[CH:20][CH:19]=4)[C:14]=3[CH:29]=2)=[N:8][N:9]=1)(=O)=O.[CH3:30][NH2:31].O1CCCC1>>[CH3:30][NH:31][C:5]1[O:6][C:7]([C:10]2[CH:11]=[CH:12][C:13]3[O:17][CH:16]=[C:15]([C:18]4[CH:23]=[CH:22][C:21]([O:24][C:25]([F:28])([F:27])[F:26])=[CH:20][CH:19]=4)[C:14]=3[CH:29]=2)=[N:8][N:9]=1 |f:1.2|. Procedure: In the same manner as in Example 110 and using 2-(methylsulfonyl)-5-[3-[4-(trifluoromethoxy)phenyl]-1-benzofuran-5-yl]-1,3,4-oxadiazole instead of 2-(2,3-dihydro-1-benzofuran-5-yl)-5-(methylsulfonyl)-1,3,4-oxadiazole and using 2M methylamine-tetrahydrofuran solution instead of 3-fluorobenzylalcohol, the title compound (yield 33%) was obtained as colorless crystals. The reactants are CC(C(=O)N)C(=O)C (2-methylacetoacetamide), CC(C(=O)OCC)C(=O)C (ethyl 2-methylacetoacetate), [OH-].[NH4+] (ammonium hydroxide), C(#N)CC(=O)OCC (ethyl cyanoacetate). Product: [NH4+].OC1=NC(=C(C(=C1C#N)C)C)O (2,6-dihydroxy-4,5-dimethyl-3-pyridinecarbonitrile, ammonium salt). Yield: 90.0%. As a reaction SMILES: [CH3:1][CH:2]([C:6]([CH3:8])=O)[C:3]([NH2:5])=[O:4].CC(C(C)=O)C(OCC)=O.[OH-].[NH4+].[C:21]([CH2:23][C:24]([O:26]CC)=O)#[N:22]>>[NH4+:5].[OH:26][C:24]1[C:23]([C:21]#[N:22])=[C:6]([CH3:8])[C:2]([CH3:1])=[C:3]([OH:4])[N:5]=1 |f:2.3,5.6|. Procedure details: 2-methylacetoacetamide 2, made from ethyl 2-methylacetoacetate 1 by reaction with ammonium hydroxide for six days (at about 60% yield), is reacted with ethyl cyanoacetate 4 over four days to produce 2,6-dihydroxy-4,5-dimethyl-3-pyridinecarbonitrile, ammonium salt 5 (90% yield). The ammonium salt is hydrolyzed with hydrobromic acid and decarboxylated. The excess hydrobromic acid is evaporated to dryness followed by filtration of ammonium bromide after taking up the 2,6-dihydroxy-3,4-dimethylpyrid... Starting materials: N=C(NC(=O)OCc1ccccc1)c1ccc2oc(C(=O)O)cc2c1, CCCCN(CC(=O)OC(C)(C)C)C1CCC(N)CC1. Product: CCCCN(CC(=O)OC(C)(C)C)C1CCC(NC(=O)c2cc3cc(C(=N)NC(=O)OCc4ccccc4)ccc3o2)CC1. Reaction SMILES: [CH2:1]([c:2]1[cH:3][cH:4][cH:5][cH:6][cH:7]1)[O:8][C:9](=[O:10])[NH:11][C:12](=[NH:13])[c:14]1[cH:15][cH:16][c:17]2[c:18]([cH:19][c:20]([C:22](=[O:23])[OH:24])[o:21]2)[cH:25]1.[NH2:26][CH:27]1[CH2:28][CH2:29][CH:30]([N:33]([CH2:34][CH2:35][CH2:36][CH3:37])[CH2:38][C:39](=[O:40])[O:41][C:42]([CH3:43])([CH3:44])[CH3:45])[CH2:31][CH2:32]1>>[CH2:1]([c:2]1[cH:3][cH:4][cH:5][cH:6][cH:7]1)[O:8][C:9](=[O:10])[NH:11][C:12](=[NH:13])[c:14]1[cH:15][cH:16][c:17]2[c:18]([cH:19][c:20]([C:22](=[O:24])[NH:26][CH:27]3[CH2:28][CH2:29][CH:30]([N:33]([CH2:34][CH2:35][CH2:36][CH3:37])[CH2:38][C:39](=[O:40])[O:41][C:42]([CH3:43])([CH3:44])[CH3:45])[CH2:31][CH2:32]3)[o:21]2)[cH:25]1. Reaction SMILES: [CH:1](=O)[C:2]1[CH:7]=[CH:6][CH:5]=[CH:4][CH:3]=1.[CH2:9]([O:11][C:12](=[O:21])[CH2:13][C:14]([CH2:16][O:17][C:18](=[O:20])[CH3:19])=O)[CH3:10].[CH2:22]([O:24][C:25](=[O:30])/[CH:26]=[C:27](\[NH2:29])/[CH3:28])[CH3:23]>O1CCOCC1>[CH2:9]([O:11][C:12]([C:13]1[CH:1]([C:2]2[CH:7]=[CH:6][CH:5]=[CH:4][CH:3]=2)[C:26]([C:25]([O:24][CH2:22][CH3:23])=[O:30])=[C:27]([CH3:28])[NH:29][C:14]=1[CH2:16][O:17][C:18](=[O:20])[CH3:19])=[O:21])[CH3:10]. The reactants are C(C1=CC=CC=C1)=O (benzaldehyde), C(C)OC(CC(=O)COC(C)=O)=O (γ-acetoxyacetoacetic acid ethyl ester), C(C)OC(\C=C(\C)/N)=O (β-aminocrotonic acid ethyl ester). Isolated yield 50.0%. Product: C(C)OC(=O)C1=C(NC(=C(C1C1=CC=CC=C1)C(=O)OCC)C)COC(C)=O (2-Acetoxymethyl-6-methyl-4-phenyl-1,4-dihydropyridine-3,5-dicarboxylic acid diethyl ester). Procedure: A solution of 5 g of benzaldehyde, 9.4 g of γ-acetoxyacetoacetic acid ethyl ester and 6.5 g of β-aminocrotonic acid ethyl ester in 50 ccs of dioxane is heated to the boil overnight and then cooled. After filtering, light yellow crystals of melting point 104°-106° C. are obtained, yield: 50%. Run in O1CCOCC1 (dioxane).